This data is from the Open Reaction Database (ORD), a public repository of structured organic reaction records. The task is: describe an organic reaction: reactants, conditions, products, and yield The reactants are C1CCOC1, COc1nccc2nc(-c3ccc(C(C)(C)N)cc3)c(-c3cccs3)cc12, Cl. The product is CC(C)(N)c1ccc(-c2nc3cc[nH]c(=O)c3cc2-c2cccs2)cc1. RXN SMILES: [CH2:29]1[O:30][CH2:31][CH2:32][CH2:33]1.[CH3:1][O:2][c:3]1[c:4]2[cH:5][c:6](-[c:23]3[s:24][cH:25][cH:26][cH:27]3)[c:7](-[c:13]3[cH:14][cH:15][c:16]([C:19]([CH3:20])([CH3:21])[NH2:22])[cH:17][cH:18]3)[n:8][c:9]2[cH:10][cH:11][n:12]1.[ClH:28]>>[O:2]=[c:3]1[c:4]2[cH:5][c:6](-[c:23]3[s:24][cH:25][cH:26][cH:27]3)[c:7](-[c:13]3[cH:14][cH:15][c:16]([C:19]([CH3:20])([CH3:21])[NH2:22])[cH:17][cH:18]3)[n:8][c:9]2[cH:10][cH:11][nH:12]1. Starting materials: CCO, CCN(C(C)C)C(C)C, NC1CCC1, CC(C)n1cnc2c(Cl)nc(F)nc21. Yields the product CC(C)n1cnc2c(NC3CCC3)nc(F)nc21. RXN SMILES: [CH3:29][CH2:30][OH:31].[CH:15]([N:16]([CH:17]([CH3:18])[CH3:19])[CH2:20][CH3:21])([CH3:22])[CH3:23].[CH:24]1([NH2:28])[CH2:25][CH2:26][CH2:27]1.[Cl:1][c:2]1[c:3]2[n:4][cH:5][n:6]([CH:12]([CH3:13])[CH3:14])[c:7]2[n:8][c:9]([F:11])[n:10]1>>[c:2]1([NH:28][CH:24]2[CH2:25][CH2:26][CH2:27]2)[c:3]2[n:4][cH:5][n:6]([CH:12]([CH3:13])[CH3:14])[c:7]2[n:8][c:9]([F:11])[n:10]1. The reactants are BrCC1=CC2=CC=CC=C2C=C1 (2-bromomethylnaphthalene), CI (methyl iodide), CN(C)C=O (DMF). The solvent is C1CCOC1 (THF). The product is C1=C(C=CC2=CC=CC=C12)CN1C(CCCCC1)=O (N-2-Naphthylmethyl-ε-caprolactam). Isolated yield 97.0%. As a reaction SMILES: Br[CH2:2][C:3]1[CH:12]=[CH:11][C:10]2[C:5](=[CH:6][CH:7]=[CH:8][CH:9]=2)[CH:4]=1.CI.[CH3:15][N:16]([CH:18]=[O:19])C>C1COCC1>[CH:4]1[C:5]2[C:10](=[CH:9][CH:8]=[CH:7][CH:6]=2)[CH:11]=[CH:12][C:3]=1[CH2:2][N:16]1[CH2:15][CH2:5][CH2:4][CH2:3][CH2:2][C:18]1=[O:19]. Procedure: Following the procedure described in Example 122, step 1, but substituting respectively 2-bromomethylnaphthalene for methyl iodide, and DMF for THF, the title compound 217 was obtained in 97% yield. MS (ESI)=254 (MH+). Starting materials: N#Cc1cccc(C(=O)Cl)c1, CCN1C(=O)C(C)(C)c2cc3[nH]c(-c4n[nH]cc4N)nc3cc21. Yields the product CCN1C(=O)C(C)(C)c2cc3[nH]c(-c4n[nH]cc4NC(=O)c4cccc(C#N)c4)nc3cc21. Reaction SMILES: [C:24](#[N:25])[c:26]1[cH:27][c:28]([C:29](=[O:30])[Cl:31])[cH:32][cH:33][cH:34]1.[NH2:1][c:2]1[c:3](-[c:7]2[n:8][c:9]3[c:10]([cH:11][c:12]4[c:16]([cH:17]3)[N:15]([CH2:18][CH3:19])[C:14](=[O:20])[C:13]4([CH3:21])[CH3:22])[nH:23]2)[n:4][nH:5][cH:6]1>>[NH:1]([c:2]1[c:3](-[c:7]2[n:8][c:9]3[c:10]([cH:11][c:12]4[c:16]([cH:17]3)[N:15]([CH2:18][CH3:19])[C:14](=[O:20])[C:13]4([CH3:21])[CH3:22])[nH:23]2)[n:4][nH:5][cH:6]1)[C:29]([c:28]1[cH:27][c:26]([C:24]#[N:25])[cH:34][cH:33][cH:32]1)=[O:30]. Starting materials: C#Cc1ccc(C(=O)O)cc1, CCN=C=NCCCN(C)C, CCN(C(C)C)C(C)C, NCC(=O)N1CCN(C(=O)c2cc(F)ccc2C(F)(F)F)CC1, CN(C)C=O, O, On1nnc2ccccc21. The product is C#Cc1ccc(C(=O)NCC(=O)N2CCN(C(=O)c3cc(F)ccc3C(F)(F)F)CC2)cc1. Reaction SMILES: [C:10](#[CH:11])[c:12]1[cH:13][cH:14][c:15]([C:16](=[O:17])[OH:18])[cH:19][cH:20]1.[CH3:31][CH2:32][N:33]=[C:34]=[N:35][CH2:36][CH2:37][CH2:38][N:39]([CH3:40])[CH3:41].[CH:1]([N:2]([CH2:3][CH3:4])[CH:5]([CH3:6])[CH3:7])([CH3:8])[CH3:9].[NH2:42][CH2:43][C:44](=[O:45])[N:46]1[CH2:47][CH2:48][N:49]([C:52]([c:53]2[c:54]([C:60]([F:61])([F:62])[F:63])[cH:55][cH:56][c:57]([F:59])[cH:58]2)=[O:64])[CH2:50][CH2:51]1.[O:65]=[CH:66][N:67]([CH3:68])[CH3:69].[OH2:70].[OH:21][n:22]1[c:23]2[c:24]([cH:25][cH:26][cH:27][cH:28]2)[n:29][n:30]1>>[C:10](#[CH:11])[c:12]1[cH:13][cH:14][c:15]([C:16](=[O:18])[NH:42][CH2:43][C:44](=[O:45])[N:46]2[CH2:47][CH2:48][N:49]([C:52]([c:53]3[c:54]([C:60]([F:61])([F:62])[F:63])[cH:55][cH:56][c:57]([F:59])[cH:58]3)=[O:64])[CH2:50][CH2:51]2)[cH:19][cH:20]1. Starting materials: Cl, Cl, Cl, O=C(O)c1ccc(N2CCOCC2)cc1, NC1CCC(CCN2CCN(c3nccc4c3CCO4)CC2)CC1. Yields the product O=C(NC1CCC(CCN2CCN(c3nccc4c3CCO4)CC2)CC1)c1ccc(N2CCOCC2)cc1. As a reaction SMILES: [ClH:1].[ClH:2].[ClH:3].[O:28]1[CH2:29][CH2:30][N:31]([c:34]2[cH:35][cH:36][c:37]([C:38](=[O:39])[OH:40])[cH:41][cH:42]2)[CH2:32][CH2:33]1.[O:4]1[CH2:5][CH2:6][c:7]2[c:8]([N:13]3[CH2:14][CH2:15][N:16]([CH2:19][CH2:20][CH:21]4[CH2:22][CH2:23][CH:24]([NH2:27])[CH2:25][CH2:26]4)[CH2:17][CH2:18]3)[n:9][cH:10][cH:11][c:12]21>>[O:4]1[CH2:5][CH2:6][c:7]2[c:8]([N:13]3[CH2:14][CH2:15][N:16]([CH2:19][CH2:20][CH:21]4[CH2:22][CH2:23][CH:24]([NH:27][C:38]([c:37]5[cH:36][cH:35][c:34]([N:31]6[CH2:30][CH2:29][O:28][CH2:33][CH2:32]6)[cH:42][cH:41]5)=[O:39])[CH2:25][CH2:26]4)[CH2:17][CH2:18]3)[n:9][cH:10][cH:11][c:12]21. Reactants: ClC1=CC=C(C=C1)C(C)=O (p-chloroacetophenone). The reagents and catalysts are catalyst. Solvent: C(C)(C)O (isopropyl alcohol). Reaction conditions: temperature 120 celsius. Product: ClC1=CC=C(C=C1)C(C)O (1-(p-Chlorophenyl)ethanol). As a reaction SMILES: [Cl:1][C:2]1[CH:7]=[CH:6][C:5]([C:8](=[O:10])[CH3:9])=[CH:4][CH:3]=1>C(O)(C)C>[Cl:1][C:2]1[CH:7]=[CH:6][C:5]([CH:8]([OH:10])[CH3:9])=[CH:4][CH:3]=1. Reported procedure: In a round-bottomed flask provided with magnetic stirrer and reflux condenser or in a 100 ml autoclave, 5.0 g (32.3 mmol) of p-chloroacetophenone, 45 g of isopropyl alcohol and 1.0 g of catalyst were heated under reflux or at 120° C. After the end of the reaction time, the reaction mixture was analyzed by gas chromatography and the yield was determined. The results are summarized in Table 3 below: